From a dataset of the Open Reaction Database (ORD), a public repository of structured organic reaction records. describe an organic reaction: reactants, conditions, products, and yield The reactants are ClCCl, O=C(O)C(F)(F)F, CC(C)(C)OC(=O)N1CCCC(C(=O)N2CCCC(C(=O)NC(CCCc3ccccc3)CCCc3ccccc3)C2)C1. Yields the product O=C(NC(CCCc1ccccc1)CCCc1ccccc1)C1CCCN(C(=O)C2CCCNC2)C1. RXN SMILES: [CH2:51]([Cl:52])[Cl:53].[OH:44][C:45]([C:46]([F:47])([F:48])[F:49])=[O:50].[c:1]1([CH2:7][CH2:8][CH2:9][CH:10]([CH2:11][CH2:12][CH2:13][c:14]2[cH:15][cH:16][cH:17][cH:18][cH:19]2)[NH:20][C:21](=[O:22])[CH:23]2[CH2:24][N:25]([C:29](=[O:30])[CH:31]3[CH2:32][N:33]([C:37]([O:38][C:39]([CH3:40])([CH3:41])[CH3:42])=[O:43])[CH2:34][CH2:35][CH2:36]3)[CH2:26][CH2:27][CH2:28]2)[cH:2][cH:3][cH:4][cH:5][cH:6]1>>[c:1]1([CH2:7][CH2:8][CH2:9][CH:10]([CH2:11][CH2:12][CH2:13][c:14]2[cH:15][cH:16][cH:17][cH:18][cH:19]2)[NH:20][C:21](=[O:22])[CH:23]2[CH2:24][N:25]([C:29](=[O:30])[CH:31]3[CH2:32][NH:33][CH2:34][CH2:35][CH2:36]3)[CH2:26][CH2:27][CH2:28]2)[cH:2][cH:3][cH:4][cH:5][cH:6]1. Reactants: ONC(CCCC1=NC=CC=N1)CS(=O)(=O)N1CCN(CC1)C1=NC=C(C=C1)C#CC=1SC=CC1 (2-[4-(hydroxyamino)-5-({4-[5-(thien-2-ylethynyl)pyridin-2-yl]piperazin-1-yl}sulfonyl)pentyl]pyrimidine), C1CCOC1 (THF). Reaction conditions: temperature 40 celsius, time 1 hour. Product: ON(C=O)C(CCCC1=NC=CC=N1)CS(=O)(=O)N1CCN(CC1)C1=NC=C(C=C1)C#CC=1SC=CC1 (hydroxy{-4-pyrimidin-2-yl-1-[({4-[5-(thien-2-ylethynyl)pyridin-2-yl]piperazin-1-yl}sulfonyl)methyl]butyl}formamide). The yield is 54.0%. RXN SMILES: [OH:1][NH:2][CH:3]([CH2:13][S:14]([N:17]1[CH2:22][CH2:21][N:20]([C:23]2[CH:28]=[CH:27][C:26]([C:29]#[C:30][C:31]3[S:32][CH:33]=[CH:34][CH:35]=3)=[CH:25][N:24]=2)[CH2:19][CH2:18]1)(=[O:16])=[O:15])[CH2:4][CH2:5][CH2:6][C:7]1[N:12]=[CH:11][CH:10]=[CH:9][N:8]=1.C1C[O:39][CH2:38]C1>>[OH:1][N:2]([CH:3]([CH2:13][S:14]([N:17]1[CH2:22][CH2:21][N:20]([C:23]2[CH:28]=[CH:27][C:26]([C:29]#[C:30][C:31]3[S:32][CH:33]=[CH:34][CH:35]=3)=[CH:25][N:24]=2)[CH2:19][CH2:18]1)(=[O:16])=[O:15])[CH2:4][CH2:5][CH2:6][C:7]1[N:12]=[CH:11][CH:10]=[CH:9][N:8]=1)[CH:38]=[O:39]. Procedure: and a solution of 2-[4-(hydroxyamino)-5-({4-[5-(thien-2-ylethynyl)pyridin-2-yl]piperazin-1-yl}sulfonyl)pentyl]pyrimidine (84 mg, 0.16 mmol) in THF (8 mL) was then added. The reaction was brought to RT and stirred for one hour. Volatiles were then removed in vacuo, and the residue azeotroped with toluene (2×5 mL). The residue was then dissolved in MeOH (10 mL) and heated to 40° C. for one hour. The solution was then cooled to RT and concentrated in vacuo. The residue was then purified by flash ch...